Dataset: the Open Reaction Database (ORD), a public repository of structured organic reaction records. Task: describe an organic reaction: reactants, conditions, products, and yield The reactants are CO, CN(C(=O)OC(C)(C)C)c1cc(Sc2ccc(O)cc2)ccc1[N+](=O)[O-]. Product: CN(C(=O)OC(C)(C)C)c1cc(Sc2ccc(O)cc2)ccc1N. Reaction SMILES: [CH3:27][OH:28].[OH:1][c:2]1[cH:3][cH:4][c:5]([S:8][c:9]2[cH:10][cH:11][c:12]([N+:24]([O-:25])=[O:26])[c:13]([N:15]([C:16]([O:17][C:18]([CH3:19])([CH3:20])[CH3:21])=[O:22])[CH3:23])[cH:14]2)[cH:6][cH:7]1>>[OH:1][c:2]1[cH:3][cH:4][c:5]([S:8][c:9]2[cH:10][cH:11][c:12]([NH2:24])[c:13]([N:15]([C:16]([O:17][C:18]([CH3:19])([CH3:20])[CH3:21])=[O:22])[CH3:23])[cH:14]2)[cH:6][cH:7]1.